From a dataset of the Open Reaction Database (ORD), a public repository of structured organic reaction records. describe an organic reaction: reactants, conditions, products, and yield Starting materials: CCCC(C)Oc1nc(N)c2nc(OC)n(CCCC3CCOC3)c2n1, CO, Cl, C1COCCO1. Product: CCCC(C)Oc1nc(N)c2[nH]c(=O)n(CCCC3CCOC3)c2n1. Reaction SMILES: [CH3:1][CH:2]([CH2:3][CH2:4][CH3:5])[O:6][c:7]1[n:8][c:9]([NH2:26])[c:10]2[n:11][c:12]([O:24][CH3:25])[n:13]([CH2:16][CH2:17][CH2:18][CH:19]3[CH2:20][O:21][CH2:22][CH2:23]3)[c:14]2[n:15]1.[CH3:34][OH:35].[ClH:27].[O:28]1[CH2:29][CH2:30][O:31][CH2:32][CH2:33]1>>[CH3:1][CH:2]([CH2:3][CH2:4][CH3:5])[O:6][c:7]1[n:8][c:9]([NH2:26])[c:10]2[nH:11][c:12](=[O:24])[n:13]([CH2:16][CH2:17][CH2:18][CH:19]3[CH2:20][O:21][CH2:22][CH2:23]3)[c:14]2[n:15]1. The reactants are C(#N)C1=CC=C(C=C1)NC(C=1C=CC(=C(C1)NC(=O)CCCC(=O)O)OC)C(=O)OC ((RS)-4-{5-[(4-cyano-phenylamino)-methoxycarbonyl-methyl]-2-methoxy-phenylcarbamoyl}-butyric acid), C1(CCC(=O)O1)=O (succinic anhydride). Product: CCN(C(C)C)C(C)C (Hünig's base), C(#N)C1=CC=C(C=C1)NC(C=1C=CC(=C(C1)NC(CCC(=O)O)=O)OC)C(=O)OC ((RS)-N-{5-[(4-cyano-phenylamino)-methoxycarbonyl-methyl]-2-methoxy-phenyl}-succinamidic acid). As a reaction SMILES: [C:1]([C:3]1[CH:8]=[CH:7][C:6]([NH:9][CH:10]([C:28]([O:30][CH3:31])=[O:29])[C:11]2[CH:12]=[CH:13][C:14]([O:26][CH3:27])=[C:15]([NH:17][C:18](CCCC(O)=O)=[O:19])[CH:16]=2)=[CH:5][CH:4]=1)#[N:2].[C:32]1(=O)[O:37][C:35](=[O:36])[CH2:34][CH2:33]1>>[CH3:32][CH2:33][N:9]([CH:6]([CH3:5])[CH3:7])[CH:10]([CH3:11])[CH3:28].[C:1]([C:3]1[CH:8]=[CH:7][C:6]([NH:9][CH:10]([C:28]([O:30][CH3:31])=[O:29])[C:11]2[CH:12]=[CH:13][C:14]([O:26][CH3:27])=[C:15]([NH:17][C:18](=[O:19])[CH2:33][CH2:34][C:35]([OH:37])=[O:36])[CH:16]=2)=[CH:5][CH:4]=1)#[N:2]. Procedure details: In analogy to Example 70.4-6, from the methyl (RS)-(3-amino-4-methoxy-phenyl)-(4-cyano-phenylamino)-acetate described in Example 70.3, succinic anhydride and Hünig's base there was obtained (RS)-N-{5-[(4-cyano-phenylamino)-methoxycarbonyl-methyl]-2-methoxy-phenyl}-succinamidic acid, which was subsequently converted via (RS)-N-{5-[carboxy-(4-cyano-phenylamino)-methyl]-2-methoxy-phenyl}-succinamidic acid into (RS)-(E)- and/or -(Z)-N-(5-{carboxy-[4-(N-hydroxycarbamimidoyl)-phenylamino]-methyl}-2-me... The reactants are C1CCOC1, [Li+], [OH-], O, O, COC(=O)c1ccc(OC(=O)c2cc(=S(=O)=O)cco2)cc1OC. Product: COc1cc(OC(=O)c2cc(=S(=O)=O)cco2)ccc1C(=O)O. As a reaction SMILES: [CH2:25]1[O:26][CH2:27][CH2:28][CH2:29]1.[Li+:31].[OH-:30].[OH2:32].[OH2:33].[S:1](=[O:2])(=[O:3])=[c:4]1[cH:5][c:6]([C:10](=[O:11])[O:12][c:13]2[cH:14][c:15]([O:23][CH3:24])[c:16]([C:17](=[O:18])[O:19][CH3:20])[cH:21][cH:22]2)[o:7][cH:8][cH:9]1>>[S:1](=[O:2])(=[O:3])=[c:4]1[cH:5][c:6]([C:10](=[O:11])[O:12][c:13]2[cH:14][c:15]([O:23][CH3:24])[c:16]([C:17](=[O:18])[OH:19])[cH:21][cH:22]2)[o:7][cH:8][cH:9]1. Reactants: C(C)(=O)O[BH-](OC(C)=O)OC(C)=O.[Na+] (sodium triacetoxyborohydride), C(O)([O-])=O.[Na+] (sodium hydrogen carbonate), NC1CC(N(C1)C=1C=CC2=C(NC(CO2)=O)C1)=O (6-(4-Amino-2-oxopyrrolidin-1-yl)-2H-1,4-benzoxazin-3(4H)-one), COC1=CC=C2N=CC(N(C2=C1)CCC=O)=O (3-(7-methoxy-2-oxoquinoxalin-1(2H)-yl)propanal), S(=O)(=O)([O-])[O-].[Na+].[Na+] (sodium sulfate). Run in ClCCl (dichloromethane), CN(C=O)C (N,N-dimethylformamide). Conditions: time 8 hour. Product: COC1=CC=C2N=CC(N(C2=C1)CCCNC1CC(N(C1)C=1C=CC2=C(NC(CO2)=O)C1)=O)=O (6-(4-{[3-(7-Methoxy-2-oxoquinoxalin-1(2H)-yl)propyl]amino}-2-oxopyrrolidin-1-yl)-2H-1,4-benzoxazin-3(4H)-one). The yield is 96.6%. Reaction SMILES: [NH2:1][CH:2]1[CH2:6][N:5]([C:7]2[CH:8]=[CH:9][C:10]3[O:15][CH2:14][C:13](=[O:16])[NH:12][C:11]=3[CH:17]=2)[C:4](=[O:18])[CH2:3]1.[CH3:19][O:20][C:21]1[CH:30]=[C:29]2[C:24]([N:25]=[CH:26][C:27](=[O:35])[N:28]2[CH2:31][CH2:32][CH:33]=O)=[CH:23][CH:22]=1.S([O-])([O-])(=O)=O.[Na+].[Na+].C(O[BH-](OC(=O)C)OC(=O)C)(=O)C.[Na+].C(=O)([O-])O.[Na+]>CN(C)C=O.ClCCl>[CH3:19][O:20][C:21]1[CH:30]=[C:29]2[C:24]([N:25]=[CH:26][C:27](=[O:35])[N:28]2[CH2:31][CH2:32][CH2:33][NH:1][CH:2]2[CH2:6][N:5]([C:7]3[CH:8]=[CH:9][C:10]4[O:15][CH2:14][C:13](=[O:16])[NH:12][C:11]=4[CH:17]=3)[C:4](=[O:18])[CH2:3]2)=[CH:23][CH:22]=1 |f:2.3.4,5.6,7.8|. Procedure details: 6-(4-Amino-2-oxopyrrolidin-1-yl)-2H-1,4-benzoxazin-3(4H)-one (Reference Example 6; 106 mg, 0.431 mmol) and 3-(7-methoxy-2-oxoquinoxalin-1(2H)-yl)propanal (100 mg, 0.431 mmol) were dissolved in N,N-dimethylformamide (2 ml), and the mixture to which sodium sulfate (400 mg) was added was stirred overnight at room temperature. The reaction solution was diluted with dichloromethane (12 ml), sodium triacetoxyborohydride (110 mg, 0.517 mmol) was added thereto and the mixture was stirred at room tempera... Reactants: Compound 43b, C[C@@H](CCCCCC)OC1=CC(=C(C=C1N)O)[N+](=O)[O-] ((S)-4-(1-Methylheptyloxy)-2-nitro-5-aminophenol), N(=O)[O-].[Na+] (sodium nitrite), Cl.C(C)O (HCl ethanol), C[C@@H](CCCCCC)OC1=CC(=C(C=C1N=NC1=C(C=C(C(=C1)O[C@H](CCCCCC)C)N(C)C)O)O)[N+](=O)[O-] ((S)-4-(1-Methylheptyloxy)-5-[(S)-5'-(1-methylheptyloxy)-2'-hydroxy-4'-(N,N-dimethylamino)-phenylazo]-2-nitrophenol), crude product. Product: C[C@@H](CCCCCC)OC1=CC(=C(C=C1N=NC1=C(C=C(C(=C1)OCCCCCCC)N(C)C)O)O)[N+](=O)[O-] ((S)-4-(1-Methylheptyloxy)-5-[5'-(heptyloxy)-2'-hydroxy-4'-(N,N-dimethylamino)-phenylazo]-2-nitrophenol). Isolated yield 64.0%. Run in N1=CC=CC=C1 (pyridine). Reaction SMILES: C[C@H](OC1C(N)=CC(O)=C([N+]([O-])=O)C=1)CCCCCC.N([O-])=O.[Na+].Cl.C(O)C.[CH3:29][C@H:30]([O:37][C:38]1[C:43]([N:44]=[N:45][C:46]2[CH:51]=[C:50]([O:52][C@@H:53](C)[CH2:54][CH2:55][CH2:56][CH2:57][CH2:58][CH3:59])[C:49]([N:61]([CH3:63])[CH3:62])=[CH:48][C:47]=2[OH:64])=[CH:42][C:41]([OH:65])=[C:40]([N+:66]([O-:68])=[O:67])[CH:39]=1)[CH2:31][CH2:32][CH2:33][CH2:34][CH2:35][CH3:36]>N1C=CC=CC=1>[CH3:29][C@H:30]([O:37][C:38]1[C:43]([N:44]=[N:45][C:46]2[CH:51]=[C:50]([O:52][CH2:53][CH2:54][CH2:55][CH2:56][CH2:57][CH2:58][CH3:59])[C:49]([N:61]([CH3:62])[CH3:63])=[CH:48][C:47]=2[OH:64])=[CH:42][C:41]([OH:65])=[C:40]([N+:66]([O-:68])=[O:67])[CH:39]=1)[CH2:31][CH2:32][CH2:33][CH2:34][CH2:35][CH3:36] |f:1.2,3.4|. Reported procedure: Compound 43b (143 mg, 0.57 mmol), compound 51a (161 mg, 0.57 mmol), 0.1 M aqueous sodium nitrite (5.6 ml), and pyridine (1.8 ml) in 15 ml of a 15% HCl/ethanol solution were reacted according to the procedure for compound 52a. The crude product was adsorbed onto silica gel and purified via flash chromatography with gradual elutions from 85/10/5 to 75/20/5 (Hex/EtOAc/dichloromethane). Evaporation of solvent yielded 199 mg (64%) of a metallic green solid.